Dataset: the Open Reaction Database (ORD), a public repository of structured organic reaction records. Task: describe an organic reaction: reactants, conditions, products, and yield Starting materials: CCOC(C)=O, CO, COc1cc(-c2ccc([N+](=O)[O-])cn2)cc(OC)c1OC. Product: COc1cc(-c2ccc(N)cn2)cc(OC)c1OC. As a reaction SMILES: [C:22]([O:23][CH2:24][CH3:25])(=[O:26])[CH3:27].[CH3:28][OH:29].[N+:1]([O-:2])(=[O:3])[c:4]1[cH:5][cH:6][c:7](-[c:10]2[cH:11][c:12]([O:20][CH3:21])[c:13]([O:18][CH3:19])[c:14]([O:16][CH3:17])[cH:15]2)[n:8][cH:9]1>>[NH2:1][c:4]1[cH:5][cH:6][c:7](-[c:10]2[cH:11][c:12]([O:20][CH3:21])[c:13]([O:18][CH3:19])[c:14]([O:16][CH3:17])[cH:15]2)[n:8][cH:9]1. Reactants: CC(SC(CO)CO)C(O)(Cn1cncn1)c1ccc(F)cc1F, O=CC=CC=CC=Cc1ccc(C(F)(F)F)cc1. Reaction SMILES: [F:1][c:2]1[c:3]([C:9]([CH2:10][n:11]2[n:12][cH:13][n:14][cH:15]2)([CH:16]([CH3:17])[S:18][CH:19]([CH2:20][OH:21])[CH2:22][OH:23])[OH:24])[cH:4][cH:5][c:6]([F:8])[cH:7]1.[F:25][C:26]([c:27]1[cH:28][cH:29][c:30]([CH:33]=[CH:34][CH:35]=[CH:36][CH:37]=[CH:38][CH:39]=[O:40])[cH:31][cH:32]1)([F:41])[F:42]>>[F:1][c:2]1[c:3]([C:9]([CH2:10][n:11]2[n:12][cH:13][n:14][cH:15]2)([CH:16]([CH3:17])[S:18][CH:19]2[CH2:20][O:21][CH:39]([CH:38]=[CH:37][CH:36]=[CH:35][CH:34]=[CH:33][c:30]3[cH:29][cH:28][c:27]([C:26]([F:25])([F:41])[F:42])[cH:32][cH:31]3)[O:23][CH2:22]2)[OH:24])[cH:4][cH:5][c:6]([F:8])[cH:7]1. Product: CC(SC1COC(C=CC=CC=Cc2ccc(C(F)(F)F)cc2)OC1)C(O)(Cn1cncn1)c1ccc(F)cc1F. Reactants: N1=C(N=CC=C1)C=1C=C(SC1)C=O (4-(2-pyrimidinyl)-2-thiophenecarboxaldehyde), N1(N=CC=C1)C1=CC=C(C=O)C=C1 (4-(1H-pyrazol-1-yl)-benzaldehyde). Product: N1=C(N=CC=C1)C=1C=C(SC1)/C=C/C=O ((2E)-3-[4-(2-pyrimidinyl)-2-thienyl]-2-propenal). Reaction SMILES: [N:1]1[CH:6]=[CH:5][CH:4]=[N:3][C:2]=1[C:7]1[CH:8]=[C:9]([CH:12]=O)[S:10][CH:11]=1.N1(C2C=C[C:22]([CH:23]=[O:24])=CC=2)C=CC=N1>>[N:3]1[CH:4]=[CH:5][CH:6]=[N:1][C:2]=1[C:7]1[CH:8]=[C:9](/[CH:12]=[CH:22]/[CH:23]=[O:24])[S:10][CH:11]=1. Procedure: The title compound is prepared by a procedure analogous to Reference Example 30 by substituting 4-(2-pyrimidinyl)-2-thiophenecarboxaldehyde (prepared as described in Reference Example 90) for the 4-(1H-pyrazol-1-yl)-benzaldehyde of Reference Example 30. MS 217 (M+H)+. The reagents and catalysts are [Hg](OC(=O)C(F)(F)F)OC(=O)C(F)(F)F (Hg(O2CCF3)2). Yields the product C(C)(C)(C)C1CCC(CC1)N(C1=NC2=C(N1C)C=CC(=C2)OC)CC2=CC=C(C(=O)OC)C=C2 (Methyl 4-{[(4-tert-butylcyclohexyl)(5-methoxy-1-methyl-1H-benzimidazol-2-yl)amino]methyl}benzoate). Solvent: C(Cl)Cl (DCM). Starting materials: CNC1=C(C=C(C=C1)OC)N (N-Methyl-4-methoxy-1,2-phenylenediamine), CCN(C(C)C)C(C)C (DIEA), C(C)(C)(C)C1CCC(CC1)NCC1=CC=C(C(=O)OC)C=C1 (Methyl 4-{[(4-tert-butylcyclohexyl)amino]methyl}benzoate), CCN(C(C)C)C(C)C (DIEA), C(=S)(Cl)Cl (thiophosgene), C(=O)(O)[O-].[Na+] (NaHCO3). Reaction SMILES: [C:1]([CH:5]1[CH2:10][CH2:9][CH:8]([NH:11][CH2:12][C:13]2[CH:22]=[CH:21][C:16]([C:17]([O:19][CH3:20])=[O:18])=[CH:15][CH:14]=2)[CH2:7][CH2:6]1)([CH3:4])([CH3:3])[CH3:2].[CH3:23]CN(C(C)C)C(C)C.C(Cl)(Cl)=S.[CH3:36][NH:37][C:38]1[CH:43]=[CH:42][C:41]([O:44][CH3:45])=[CH:40][C:39]=1[NH2:46].C([O-])(O)=O.[Na+]>C(Cl)Cl.[Hg](OC(C(F)(F)F)=O)OC(C(F)(F)F)=O>[C:1]([CH:5]1[CH2:10][CH2:9][CH:8]([N:11]([CH2:12][C:13]2[CH:14]=[CH:15][C:16]([C:17]([O:19][CH3:20])=[O:18])=[CH:21][CH:22]=2)[C:36]2[N:37]([CH3:23])[C:38]3[CH:43]=[CH:42][C:41]([O:44][CH3:45])=[CH:40][C:39]=3[N:46]=2)[CH2:7][CH2:6]1)([CH3:4])([CH3:2])[CH3:3] |f:4.5|. Procedure: To a solution of the title compound of Example 1 Step B (2.5 mmol, 759 mg) and DIEA (3 mmol, 0.52 mL) in 10 mL of DCM was added thiophosgene (2.5 mmol, 0.19 mL) (exothermic). After 15 min the title compound of Example 14 Step B (3 mmol, 456 mg) and DIEA (3 mmol, 0.52 mL) were added to the solution. After 30 min Hg(O2CCF3)2 (2.5 mmol, 1.1 g) was added (exothermic), resulting in formation of an orange precipitate. After 30 min the solution was poured into NaHCO3 (aq) containing Na2S, and the slurr... Product: CCCc1cc(CCCN2CCN(c3ccc(C)cc3C)CC2)n(-c2ccccc2)n1. Reaction SMILES: [CH3:19][c:20]1[c:21]([N:27]2[CH2:28][CH2:29][NH:30][CH2:31][CH2:32]2)[cH:22][cH:23][c:24]([CH3:26])[cH:25]1.[CH:33]([N:34]([CH2:35][CH3:36])[CH:37]([CH3:38])[CH3:39])([CH3:40])[CH3:41].[c:1]1(-[n:7]2[n:8][c:9]([CH2:16][CH2:17][CH3:18])[cH:10][c:11]2[CH2:12][CH2:13][CH:14]=[O:15])[cH:2][cH:3][cH:4][cH:5][cH:6]1>>[c:1]1(-[n:7]2[n:8][c:9]([CH2:16][CH2:17][CH3:18])[cH:10][c:11]2[CH2:12][CH2:13][CH2:14][N:30]2[CH2:29][CH2:28][N:27]([c:21]3[c:20]([CH3:19])[cH:25][c:24]([CH3:26])[cH:23][cH:22]3)[CH2:32][CH2:31]2)[cH:2][cH:3][cH:4][cH:5][cH:6]1. Reactants: Cc1ccc(N2CCNCC2)c(C)c1, CCN(C(C)C)C(C)C, CCCc1cc(CCC=O)n(-c2ccccc2)n1. Reactants: BrC=1C(CCC1OC)=O (2-bromo-3-methoxycyclopent-2-enone), C(C)C1=C(C(=CC(=C1)C)CC)B(O)O (2,6-diethyl-4-methylphenyl boronic acid), P(=O)([O-])([O-])[O-].[K+].[K+].[K+] (potassium phosphate), C1(CCCCC1)P(C1=C(C=CC=C1)C1=C(C=CC=C1OC)OC)C1CCCCC1 (2-dicyclohexylphosphino-2′,6′-dimethoxybiphenyl). Reagents/catalysts: C(C)(=O)[O-].[Pd+2].C(C)(=O)[O-] (palladium (II)acetate). Solvent: O (water). Conditions: temperature 90 celsius. Yields the product C(C)C1=C(C(=CC(=C1)C)CC)C=1C(CCC1OC)=O (2-(2,6-diethyl-4-methylphenyl)-3-methoxycyclopent-2-enone). RXN SMILES: Br[C:2]1[C:3](=[O:9])[CH2:4][CH2:5][C:6]=1[O:7][CH3:8].[CH2:10]([C:12]1[CH:17]=[C:16]([CH3:18])[CH:15]=[C:14]([CH2:19][CH3:20])[C:13]=1B(O)O)[CH3:11].P([O-])([O-])([O-])=O.[K+].[K+].[K+].C1(P(C2CCCCC2)C2C=CC=CC=2C2C(OC)=CC=CC=2OC)CCCCC1>O.C([O-])(=O)C.[Pd+2].C([O-])(=O)C>[CH2:19]([C:14]1[CH:15]=[C:16]([CH3:18])[CH:17]=[C:12]([CH2:10][CH3:11])[C:13]=1[C:2]1[C:3](=[O:9])[CH2:4][CH2:5][C:6]=1[O:7][CH3:8])[CH3:20] |f:2.3.4.5,8.9.10|. Procedure details: To a stirred suspension of 2-bromo-3-methoxycyclopent-2-enone (17.5 g, 91.6 mmol), 2,6-diethyl-4-methylphenyl boronic acid (26.4 g, 137 mmol) and freshly powdered potassium phosphate (38.9 g, 183 mmol) in anhydrous, degassed toluene (450 ml) under a nitrogen atmosphere are added palladium (II)acetate (0.411 g, 1.83 mmol) and 2-dicyclohexylphosphino-2′,6′-dimethoxybiphenyl (1.51 g, 3.67 mmol). The reaction mixture is heated at 90° C. for 6.5 hours and then allowed to cool to room temperature over... Reactants: FC1=C(C=O)C=CC=C1 (2-fluoro-benzaldehyde), COC1=C(C=CC=C1)C=CC(C)=O (4-(2-methoxy-phenyl)-but-3-en-2-one). The product is FC1=C(C=CC=C1)C=CC(C)=O (4-(2-Fluoro-phenyl)-but-3-en-2-one). Reaction SMILES: [F:1][C:2]1[CH:9]=[CH:8][CH:7]=[CH:6][C:3]=1[CH:4]=O.C[O:11][C:12]1[CH:17]=CC=C[C:13]=1C=CC(=O)C>>[F:1][C:2]1[CH:9]=[CH:8][CH:7]=[CH:6][C:3]=1[CH:4]=[CH:13][C:12](=[O:11])[CH3:17]. Procedure details: The title compound was prepared from 2-fluoro-benzaldehyde (6.2 g, 50.0 mmol), following the procedure describing the synthesis of 4-(2-methoxy-phenyl)-but-3-en-2-one (example 1/a stage 1). Starting materials: [BH4-], CO, CC(=O)c1ccc(Cl)c(Cl)c1Cl, [Na+]. The product is CC(O)c1ccc(Cl)c(Cl)c1Cl. RXN SMILES: [BH4-:13].[CH3:15][OH:16].[Cl:1][c:2]1[c:3]([C:10]([CH3:11])=[O:12])[cH:4][cH:5][c:6]([Cl:9])[c:7]1[Cl:8].[Na+:14]>>[Cl:1][c:2]1[c:3]([CH:10]([CH3:11])[OH:12])[cH:4][cH:5][c:6]([Cl:9])[c:7]1[Cl:8].